Dataset: the Open Reaction Database (ORD), a public repository of structured organic reaction records. Task: describe an organic reaction: reactants, conditions, products, and yield Reactants: C[O-], COc1cccc(CCl)c1, CO, [Na+], O, O=C(O)c1cccnc1S. The product is COc1cccc(CSc2ncccc2C(=O)O)c1. RXN SMILES: [CH3:11][O-:12].[CH3:14][O:15][c:16]1[cH:17][c:18]([CH2:19][Cl:20])[cH:21][cH:22][cH:23]1.[CH3:25][OH:26].[Na+:13].[OH2:24].[SH:1][c:2]1[c:3]([C:4](=[O:5])[OH:6])[cH:7][cH:8][cH:9][n:10]1>>[S:1]([c:2]1[c:3]([C:4](=[O:5])[OH:6])[cH:7][cH:8][cH:9][n:10]1)[CH2:19][c:18]1[cH:17][c:16]([O:15][CH3:14])[cH:23][cH:22][cH:21]1.